Dataset: the Open Reaction Database (ORD), a public repository of structured organic reaction records. Task: describe an organic reaction: reactants, conditions, products, and yield Procedure details: As shown in the following reaction 9, 0.5 g (2.5 mmol) of 2-(2-isopropyl-6-methyl-pyran-4-ylidene)-malononitrile and 0.815 g (2.5 mmol) of 4-(3,5-diphenyl-4,5-dihydro-pyrazol-1-yl)-benzaldehyde were added into 20 ml of ethanol, and 0.32 g (3.75 mmol) of piperidine was added thereto. The reaction solution was heated at 75° C. for 10 hours. Conditions: temperature 75 celsius. Yields the product C1(=CC=CC=C1)C1=NN(C(C1)C1=CC=CC=C1)C1=CC=C(C=C1)C=CC=1OC(=CC(C1)=C(C#N)C#N)C(C)C (2-(2-{2-[4-(3,5-diphenyl-4,5-dihydro-pyrazol-1-yl)-phenyl]-vinyl}-6-isopropyl-pyran-4-ylidene)-malononitrile). Run in C(C)O (ethanol). Reaction SMILES: [CH:1]([C:4]1[O:5][C:6]([CH3:15])=[CH:7][C:8](=[C:10]([C:13]#[N:14])[C:11]#[N:12])[CH:9]=1)([CH3:3])[CH3:2].[C:16]1([C:22]2[CH2:26][CH:25]([C:27]3[CH:32]=[CH:31][CH:30]=[CH:29][CH:28]=3)[N:24]([C:33]3[CH:40]=[CH:39][C:36]([CH:37]=O)=[CH:35][CH:34]=3)[N:23]=2)[CH:21]=[CH:20][CH:19]=[CH:18][CH:17]=1.N1CCCCC1>C(O)C>[C:16]1([C:22]2[CH2:26][CH:25]([C:27]3[CH:32]=[CH:31][CH:30]=[CH:29][CH:28]=3)[N:24]([C:33]3[CH:34]=[CH:35][C:36]([CH:37]=[CH:15][C:6]4[O:5][C:4]([CH:1]([CH3:3])[CH3:2])=[CH:9][C:8](=[C:10]([C:11]#[N:12])[C:13]#[N:14])[CH:7]=4)=[CH:39][CH:40]=3)[N:23]=2)[CH:21]=[CH:20][CH:19]=[CH:18][CH:17]=1. Starting materials: N1CCCCC1 (piperidine), C(C)(C)C=1OC(=CC(C1)=C(C#N)C#N)C (2-(2-isopropyl-6-methyl-pyran-4-ylidene)-malononitrile), C1(=CC=CC=C1)C1=NN(C(C1)C1=CC=CC=C1)C1=CC=C(C=O)C=C1 (4-(3,5-diphenyl-4,5-dihydro-pyrazol-1-yl)-benzaldehyde). Starting materials: C1(=CC=CC=C1)C(C(=O)N)(CCCNC)C1=CC=CC=C1 (2,2-diphenyl-5-methylaminopentanamide), CC=1C=C(CCBr)C=CC1 (3-methylphenethyl bromide), C([O-])([O-])=O.[K+].[K+] (potassium carbonate). Run in C(C)#N (acetonitrile). The product is C1(=CC=CC=C1)C(C(=O)N)(CCCN(C)CCC1=CC(=CC=C1)C)C1=CC=CC=C1 (2,2-diphenyl-5-[N-(3-methylphenethyl)-N-methylamino]pentanamide). As a reaction SMILES: [C:1]1([C:7]([C:16]2[CH:21]=[CH:20][CH:19]=[CH:18][CH:17]=2)([CH2:11][CH2:12][CH2:13][NH:14][CH3:15])[C:8]([NH2:10])=[O:9])[CH:6]=[CH:5][CH:4]=[CH:3][CH:2]=1.[CH3:22][C:23]1[CH:24]=[C:25]([CH:29]=[CH:30][CH:31]=1)[CH2:26][CH2:27]Br.C(=O)([O-])[O-].[K+].[K+]>C(#N)C>[C:1]1([C:7]([C:16]2[CH:21]=[CH:20][CH:19]=[CH:18][CH:17]=2)([CH2:11][CH2:12][CH2:13][N:14]([CH2:27][CH2:26][C:25]2[CH:29]=[CH:30][CH:31]=[C:23]([CH3:22])[CH:24]=2)[CH3:15])[C:8]([NH2:10])=[O:9])[CH:2]=[CH:3][CH:4]=[CH:5][CH:6]=1 |f:2.3.4|. Procedure details: A mixture containing 2,2-diphenyl-5-methylaminopentanamide (0.3 g--see Preparation 3), 3-methylphenethyl bromide (0.21 g), anhydrous potassium carbonate (0.5 g) and acetonitrile (20 ml) was heated under reflux for 8 hours. The mixture was partitioned between dichloromethane (30 ml) and 10% aqueous sodium carbonate (30 ml), the layers separated and the aqueous layer extracted with dichloromethane (2×20 ml). The combined dichloromethane extracts were dried (MgSO4) and concentrated in vacuo to give... Yields the product NCCCC(=O)NCC1=NN(N=C1)C[C@H]1N(C([C@H]1NC(\C(\C=1N=C(SC1)N)=N/OC1(CC1)C(=O)O)=O)=O)S(=O)(=O)O (1-(((Z)-(2-(((2R,3S)-2-((4-((4-aminobutanamido)methyl)-2H-1,2,3-triazol-2-yl)methyl)-4-oxo-1-sulfoazetidin-3-yl)amino)-1-(2-aminothiazol-4-yl)-2-oxoethylidene)amino)oxy)cyclopropanecarboxylic acid). The solvent is C(Cl)Cl (DCM). Reported procedure: Followed the general procedure for the acid mediated deprotection using (2R,3S)-3-((Z)-2-((1-((benzhydryloxy)carbonyl)cyclopropoxy)imino)-2-(2-((tert-butoxycarbonyl)amino)thiazol-4-yl)acetamido)-2-((4-((4-((tert-butoxycarbonyl)amino)butanamido)methyl)-2H-1,2,3-triazol-2-yl)methyl)-4-oxoazetidine-1-sulfonic acid (47 mg, 48 μmol), DCM (0.5 mL), and TFA (0.2 mL, 2.87 mmol) for 2 h. The reaction mixture was concentrated in vacuo, and the residued was partitioned between DCM and ice water. The water ... Reaction SMILES: C([O:14][C:15]([C:17]1([O:20]/[N:21]=[C:22](/[C:56]2[N:57]=[C:58]([NH:61]C(OC(C)(C)C)=O)[S:59][CH:60]=2)\[C:23]([NH:25][C@@H:26]2[C:29](=[O:30])[N:28]([S:31]([OH:34])(=[O:33])=[O:32])[C@@H:27]2[CH2:35][N:36]2[N:40]=[C:39]([CH2:41][NH:42][C:43](=[O:55])[CH2:44][CH2:45][CH2:46][NH:47]C(OC(C)(C)C)=O)[CH:38]=[N:37]2)=[O:24])[CH2:19][CH2:18]1)=[O:16])(C1C=CC=CC=1)C1C=CC=CC=1.C(O)(C(F)(F)F)=O>C(Cl)Cl>[NH2:47][CH2:46][CH2:45][CH2:44][C:43]([NH:42][CH2:41][C:39]1[CH:38]=[N:37][N:36]([CH2:35][C@@H:27]2[C@H:26]([NH:25][C:23](=[O:24])/[C:22](=[N:21]\[O:20][C:17]3([C:15]([OH:16])=[O:14])[CH2:19][CH2:18]3)/[C:56]3[N:57]=[C:58]([NH2:61])[S:59][CH:60]=3)[C:29](=[O:30])[N:28]2[S:31]([OH:34])(=[O:32])=[O:33])[N:40]=1)=[O:55]. Reactants: C(C1=CC=CC=C1)(C1=CC=CC=C1)OC(=O)C1(CC1)O\N=C(/C(=O)N[C@H]1[C@H](N(C1=O)S(=O)(=O)O)CN1N=CC(=N1)CNC(CCCNC(=O)OC(C)(C)C)=O)\C=1N=C(SC1)NC(=O)OC(C)(C)C ((2R,3S)-3-((Z)-2-((1-((benzhydryloxy)carbonyl)cyclopropoxy)imino)-2-(2-((tert-butoxycarbonyl)amino)thiazol-4-yl)acetamido)-2-((4-((4-((tert-butoxycarbonyl)amino)butanamido)methyl)-2H-1,2,3-triazol-2-yl)methyl)-4-oxoazetidine-1-sulfonic acid), C(=O)(C(F)(F)F)O (TFA). Reactants: C(C)(=O)CC(=O)OCC (ethyl acetylacetate), C[C@H]1[C@H]([C@H](C[C@@H](O1)O[C@H]2C[C@@](CC=3C2=C(C4=C(C3O)C(=O)C5=CC=CC(=C5C4=O)OC)O)(C(=O)C)O)N)O (daunorubicin), C1(=CC=CC=C1)C.CC(=O)C (toluene acetone). Run in C(Cl)Cl (methylene chloride). Run at time 12 hour. Product: CCOC(=O)/C=C(\C)/N[C@H]1C[C@@H](O[C@H]([C@H]1O)C)O[C@H]2C[C@@](CC3=C(C4=C(C(=C23)O)C(=O)C5=C(C4=O)C=CC=C5OC)O)(C(=O)C)O (N-(1-carboethoxy-propen-1-yl-2)-daunorubicin). Reaction SMILES: [CH3:1][C@@H:2]1[O:7][C@@H:6]([O:8][C@@H:9]2[C:14]3=[C:15]([OH:32])[C:16]4[C:28](=[O:29])[C:27]5[C:22](=[CH:23][CH:24]=[CH:25][C:26]=5[O:30][CH3:31])[C:20](=[O:21])[C:17]=4[C:18]([OH:19])=[C:13]3[CH2:12][C@@:11]([OH:36])([C:33]([CH3:35])=[O:34])[CH2:10]2)[CH2:5][C@H:4]([NH2:37])[C@@H:3]1[OH:38].[C:39]([CH2:42][C:43]([O:45][CH2:46][CH3:47])=[O:44])(=O)[CH3:40].C1(C)C=CC=CC=1.CC(C)=O>C(Cl)Cl>[CH3:47][CH2:46][O:45][C:43](/[CH:42]=[C:39](/[NH:37][C@@H:4]1[C@H:3]([OH:38])[C@H:2]([CH3:1])[O:7][C@@H:6]([O:8][C@@H:9]2[C:14]3[C:13](=[C:18]([OH:19])[C:17]4[C:20](=[O:21])[C:22]5[CH:23]=[CH:24][CH:25]=[C:26]([O:30][CH3:31])[C:27]=5[C:28](=[O:29])[C:16]=4[C:15]=3[OH:32])[CH2:12][C@@:11]([OH:36])([C:33]([CH3:35])=[O:34])[CH2:10]2)[CH2:5]1)\[CH3:40])=[O:44] |f:2.3|. Reported procedure: 0.53 gram of daunorubicin in a free base is dissolved in 100 ml of methylene chloride. 1 ml of ethyl acetylacetate is added to the solution by constant stirring. The entire mixture is agitated for 12 hours at room temperature in a nitrogenic atmosphere. The reaction is checked by means of thin-layer chromatography on a silica gel in a toluene-acetone system in a ratio of 8:1. The solution is then evaporated until a small volume of composition remains and, the final product is pecipitated by the ... The reactants are ClC1=CC=C(C=C1)C(C(=O)OC)(CC)N1C=CC2=C(C=CC=C12)C=O (methyl 2-(4-chlorophenyl)-2-(4-formyl-1H-indol-1-yl)butanoate), CS(=O)(=O)CP(OCC)(OCC)=O (diethyl methylsulfonylmethylphosphonate), [Li+].[Cl-] (LiCl), C1CCC2=NCCCN2CC1 (DBU). The solvent is CC#N (CH3CN), CC#N (CH3CN), C(Cl)Cl (DCM). Run at time 5 minute. The product is ClC1=CC=C(C=C1)C(C(=O)OC)(CC)N1C=CC2=C(C=CC=C12)\C=C\S(=O)(=O)C ((E)-methyl 2-(4-chlorophenyl)-2-(4-(2-(methylsulfonyl)vinyl)-1H-indol-1-yl)butanoate). Reaction SMILES: [CH3:1][S:2]([CH2:5]P(=O)(OCC)OCC)(=[O:4])=[O:3].[Li+].[Cl-].C1CCN2C(=NCCC2)CC1.[Cl:27][C:28]1[CH:33]=[CH:32][C:31]([C:34]([N:41]2[C:49]3[C:44](=[C:45]([CH:50]=O)[CH:46]=[CH:47][CH:48]=3)[CH:43]=[CH:42]2)([CH2:39][CH3:40])[C:35]([O:37][CH3:38])=[O:36])=[CH:30][CH:29]=1>CC#N.C(Cl)Cl>[Cl:27][C:28]1[CH:33]=[CH:32][C:31]([C:34]([N:41]2[C:49]3[C:44](=[C:45](/[CH:50]=[CH:5]/[S:2]([CH3:1])(=[O:3])=[O:4])[CH:46]=[CH:47][CH:48]=3)[CH:43]=[CH:42]2)([CH2:39][CH3:40])[C:35]([O:37][CH3:38])=[O:36])=[CH:30][CH:29]=1 |f:1.2|. Procedure details: To a solution of diethyl methylsulfonylmethylphosphonate (1.05 g, 4.56 mmol) in CH3CN (30 mL) at RT was added LiCl (0.16 g, 3.80 mmol) and DBU (2.40 g, 9.56 mmol). After 5 min, a solution of methyl 2-(4-chlorophenyl)-2-(4-formyl-1H-indol-1-yl)butanoate (1.35 g, 3.80 mmol) in CH3CN (10 mL) was added dropwise. The resulting mixture was stirred for 4 hours at RT. Then it was diluted with DCM (50 mL) and the organic layer was washed with water (30 mL), dried over Na2SO4, filtered. After removal of t... Starting materials: CCCCO, CC(C)Oc1cc(Nc2nc(NC(C)c3ccc(F)cn3)nc(Cl)c2Cl)n[nH]1, [NH4+], [OH-]. Product: CC(C)Oc1cc(Nc2nc(NC(C)c3ccc(F)cn3)nc(N)c2Cl)n[nH]1. As a reaction SMILES: [CH2:31]([OH:32])[CH2:33][CH2:34][CH3:35].[Cl:1][c:2]1[c:3]([NH:19][c:20]2[n:21][nH:22][c:23]([O:25][CH:26]([CH3:27])[CH3:28])[cH:24]2)[n:4][c:5]([NH:9][CH:10]([CH3:11])[c:12]2[n:13][cH:14][c:15]([F:18])[cH:16][cH:17]2)[n:6][c:7]1[Cl:8].[NH4+:29].[OH-:30]>>[Cl:1][c:2]1[c:3]([NH:19][c:20]2[n:21][nH:22][c:23]([O:25][CH:26]([CH3:27])[CH3:28])[cH:24]2)[n:4][c:5]([NH:9][CH:10]([CH3:11])[c:12]2[n:13][cH:14][c:15]([F:18])[cH:16][cH:17]2)[n:6][c:7]1[NH2:29].